This data is from the Open Reaction Database (ORD), a public repository of structured organic reaction records. The task is: describe an organic reaction: reactants, conditions, products, and yield The reactants are O[C@H]1C(N(C2=C(S[C@H]1C1=CC=C(C=C1)OC)C1=CC=CC=C1C=C2)CCN(C)C)=O ((±)-cis-2,3-dihydro-3-hydroxy-2-(4-methoxyphenyl)-5-(2-(dimethylamino)ethyl]naphtho[1,2-b][1,4]thiazepin-4(5H)-one), Cl (hydrogen chloride), C(C1=CN=CC=C1)(=O)O (nicotinic acid), C(=O)(N1C=NC=C1)N1C=NC=C1 (1,1'-carbonyldiimidazole). Solvent: O1CCCC1 (tetrahydrofuran), CC(=O)C (acetone). Reaction conditions: time 1 hour. Yields the product Cl.Cl.COC1=CC=C(C=C1)[C@H]1[C@H](C(N(C2=C(S1)C1=CC=CC=C1C=C2)CCN(C)C)=O)OC(=O)C=2C=NC=CC2 ((±)-cis-2,3-dihydro-2-(4-methoxyphenyl)-5-[2-(dimethylamino)ethyl]-3-[(3-pyridinylcarbonyl)oxy]naphtho[1,2-b][1,4]thiazepin-4 (4H)-one dihydrochloride). The yield is 99.0%. RXN SMILES: [C:1]([OH:9])(=[O:8])[C:2]1[CH:7]=[CH:6][CH:5]=[N:4][CH:3]=1.C(N1C=CN=C1)(N1C=CN=C1)=O.O[C@@H:23]1[C@H:29]([C:30]2[CH:35]=[CH:34][C:33]([O:36][CH3:37])=[CH:32][CH:31]=2)[S:28][C:27]2[C:38]3[C:43]([CH:44]=[CH:45][C:26]=2[N:25]([CH2:46][CH2:47][N:48]([CH3:50])[CH3:49])[C:24]1=[O:51])=[CH:42][CH:41]=[CH:40][CH:39]=3.[ClH:52]>O1CCCC1.CC(C)=O>[ClH:52].[ClH:52].[CH3:37][O:36][C:33]1[CH:34]=[CH:35][C:30]([C@@H:29]2[S:28][C:27]3[C:38]4[C:43]([CH:44]=[CH:45][C:26]=3[N:25]([CH2:46][CH2:47][N:48]([CH3:50])[CH3:49])[C:24](=[O:51])[C@@H:23]2[O:8][C:1]([C:2]2[CH:3]=[N:4][CH:5]=[CH:6][CH:7]=2)=[O:9])=[CH:42][CH:41]=[CH:40][CH:39]=4)=[CH:31][CH:32]=1 |f:6.7.8|. Procedure: A mixture of 0.5 g (0.004 mol) of nicotinic acid and 0.7 g (0.004 mol) of 1,1'-carbonyldiimidazole in 20 ml of dry tetrahydrofuran was stirred at room temperature for 1 hour. To the solution was added 1.3 g (0.003 mol) of (±)-cis-2,3-dihydro-3-hydroxy-2-(4-methoxyphenyl)-5-(2-(dimethylamino)ethyl]naphtho[1,2-b][1,4]thiazepin-4(5H)-one and the reaction mixture was stirred at room temperature for 17 hours. After concentrating to dryness the residue was partitioned between ethyl acetate and dilute ... Reactants: CCN=C=NCCCN(C)C, CS(N)(=O)=O, CN(C)c1ccncc1, Cc1nc2c(Cl)ccc(OCC(=O)O)c2c(C)c1Cc1ccc(Cl)cc1, ClCCl, Cl. Yields the product Cc1nc2c(Cl)ccc(OCC(=O)NS(C)(=O)=O)c2c(C)c1Cc1ccc(Cl)cc1. RXN SMILES: [CH3:28][N:29]([CH3:30])[CH2:31][CH2:32][CH2:33][N:34]=[C:35]=[N:36][CH2:37][CH3:38].[CH3:39][S:40](=[O:41])(=[O:42])[NH2:43].[CH3:44][N:45]([c:46]1[cH:47][cH:48][n:49][cH:50][cH:51]1)[CH3:52].[Cl:1][c:2]1[cH:3][cH:4][c:5]([O:22][CH2:23][C:24](=[O:25])[OH:26])[c:6]2[c:7]([CH3:21])[c:8]([CH2:13][c:14]3[cH:15][cH:16][c:17]([Cl:20])[cH:18][cH:19]3)[c:9]([CH3:12])[n:10][c:11]12.[Cl:53][CH2:54][Cl:55].[ClH:27]>>[Cl:1][c:2]1[cH:3][cH:4][c:5]([O:22][CH2:23][C:24](=[O:26])[NH:43][S:40]([CH3:39])(=[O:41])=[O:42])[c:6]2[c:7]([CH3:21])[c:8]([CH2:13][c:14]3[cH:15][cH:16][c:17]([Cl:20])[cH:18][cH:19]3)[c:9]([CH3:12])[n:10][c:11]12. The reactants are 36a, 36b, C(C)OC(C(CC=1C=C2C=C(NC2=CC1)C)OCC)=O (rac-2-ethoxy-3-(2-methyl-1H-indol-5-yl)-propionic acid ethyl ester), ClCC=1N=C(OC1C)C1=C(C=CC=C1)Cl (4-chloromethyl-2-(2-chloro-phenyl)-5-methyl-oxazole). Yields the product C(C)OC(C(CC=1C=C2C=C(N(C2=CC1)CC=1N=C(OC1C)C1=C(C=CC=C1)Cl)C)OCC)=O (rac-3-{1-[2-(2-chloro-phenyl)-5-methyl-oxazol-4-ylmethyl]-2-methyl-1H-indol-5-yl}-2-ethoxy-propionic acid ethyl ester). Reaction SMILES: [CH2:1]([O:3][C:4](=[O:20])[CH:5]([O:17][CH2:18][CH3:19])[CH2:6][C:7]1[CH:8]=[C:9]2[C:13](=[CH:14][CH:15]=1)[NH:12][C:11]([CH3:16])=[CH:10]2)[CH3:2].Cl[CH2:22][C:23]1[N:24]=[C:25]([C:29]2[CH:34]=[CH:33][CH:32]=[CH:31][C:30]=2[Cl:35])[O:26][C:27]=1[CH3:28]>>[CH2:1]([O:3][C:4](=[O:20])[CH:5]([O:17][CH2:18][CH3:19])[CH2:6][C:7]1[CH:8]=[C:9]2[C:13](=[CH:14][CH:15]=1)[N:12]([CH2:22][C:23]1[N:24]=[C:25]([C:29]3[CH:34]=[CH:33][CH:32]=[CH:31][C:30]=3[Cl:35])[O:26][C:27]=1[CH3:28])[C:11]([CH3:16])=[CH:10]2)[CH3:2]. Reported procedure: In analogy to the procedures described in examples. 36a) and 36b), rac-2-ethoxy-3-(2-methyl-1H-indol-5-yl)-propionic acid ethyl ester (preparation 5) was reacted with 4-chloromethyl-2-(2-chloro-phenyl)-5-methyl-oxazole to give rac-3-{1-[2-(2-chloro-phenyl)-5-methyl-oxazol-4-ylmethyl]-2-methyl-1H-indol-5-yl}-2-ethoxy-propionic acid ethyl ester, which was subsequently saponified to yield the title compound as colorless solid. RXN SMILES: [NH2:1][CH:2]1[CH:7]([O:8]CC2C=CC=CC=2)[CH:6]([O:16]CC2C=CC=CC=2)[CH:5]([CH2:24][O:25]CC2C=CC=CC=2)[CH2:4][CH:3]1[OH:33]>CO.C(O)(=O)C.[Pd]>[NH2:1][CH:2]1[CH:3]([OH:33])[CH2:4][CH:5]([CH2:24][OH:25])[CH:6]([OH:16])[CH:7]1[OH:8]. The product is NC1C(C(C(CC1O)CO)O)O (rac-(1R,2R,3S,4S,6R)-3-amino-6-(hydroxymethyl)cyclohexane-1,2,4-triol). Conditions: time 8 hour. Procedure details: To a solution of Intermediate B (86.5 mg, 0.194 mmol) in MeOH (3 mL) and acetic acid (1 mL) was added Pd/C (10%, 102 mg, 0.097 mmol). The mixture was hydrogenated at 50 psi and at room temperature for 8 h. Catalyst was removed by filtration and solvents were evaporated under reduced pressure to give the product rac-(1R,2R,3S,4S,6R)-3-amino-6-(hydroxymethyl)cyclohexane-1,2,4-triol as the acetic acid salt (46 mg, 100%) as a white solid. 1H NMR (400 MHz, CD3OD) δ 4.07 (brs, 1H), 3.66-3.58 (m, 3H), ... Starting materials: NC1C(CC(C(C1OCC1=CC=CC=C1)OCC1=CC=CC=C1)COCC1=CC=CC=C1)O (rac-(1R,2R,3S,4S,5S)-2-amino-3,4-bis(benzyloxy)-5-((benzyloxy)methyl)cyclohexanol). Reagents/catalysts: [Pd] (Pd/C). The solvent is CO (MeOH), C(C)(=O)O (acetic acid). The reactants are CN (methylamine), C(C1=CC=CC=C1)OC1=C(OC(=CC1=O)C)C(=O)O (3-(benzyloxy)-6-methyl-4-oxo-4H-pyran-2-carboxylic acid). Solvent: CO (methanol), CO (methanol). Run at temperature 70 celsius. Product: CN.C(C1=CC=CC=C1)OC1=C(N(C(=CC1=O)C)C)C(=O)O (3-(benzyloxy)-1,6-dimethyl-4-oxo-1,4-dihydropyridine-2-carboxylic acid methylamine salt). The yield is 87.0%. RXN SMILES: [CH3:1][NH2:2].[CH2:3]([O:10][C:11]1[C:16](=[O:17])[CH:15]=[C:14]([CH3:18])O[C:12]=1[C:19]([OH:21])=[O:20])[C:4]1[CH:9]=[CH:8][CH:7]=[CH:6][CH:5]=1>CO>[CH3:1][NH2:2].[CH2:3]([O:10][C:11]1[C:16](=[O:17])[CH:15]=[C:14]([CH3:18])[N:2]([CH3:1])[C:12]=1[C:19]([OH:21])=[O:20])[C:4]1[CH:9]=[CH:8][CH:7]=[CH:6][CH:5]=1 |f:3.4|. Procedure: As described previously, a 2 M methylamine solution in methanol (5.8 ml, 11.6 mmol) was added to a suspension of the 3-(benzyloxy)-6-methyl-4-oxo-4H-pyran-2-carboxylic acid (1.0 g, 3.84 mmol) in methanol (3 ml) at room temperature. The resulting solution was sealed, and then heated at 70° C. for overnight. A clear yellow solution was observed. The titled compound was obtained as a light yellow solid after solvent was removed by reducing pressure (1.02 g, 87% yield). 1H NMR (DMSO-D6) δ(ppm): 7.8 ... The reactants are CC(=O)O, Cl, CNC(=O)c1ccc(C(=O)OC)cc1N, [Na+], [OH-]. The product is CNC(=O)c1ccc(C(=O)O)cc1N. RXN SMILES: [CH3:19][C:20](=[O:21])[OH:22].[ClH:18].[NH2:1][c:2]1[cH:3][c:4]([C:5](=[O:6])[O:7][CH3:8])[cH:9][cH:10][c:11]1[C:12](=[O:13])[NH:14][CH3:15].[Na+:17].[OH-:16]>>[NH2:1][c:2]1[cH:3][c:4]([C:5](=[O:6])[OH:7])[cH:9][cH:10][c:11]1[C:12](=[O:13])[NH:14][CH3:15]. The reactants are COC(=O)C1=C(C2=C(C(=N1)Br)C(=CS2)C2=CC=C(C=C2)F)O (4-bromo-3-(4-fluoro-phenyl)-7-hydroxy-thieno[3,2-c]pyridine-6-carboxylic acid methyl ester), CC1(OB(CCC1)C)C (trimethylboroxane), C([O-])([O-])=O.[K+].[K+] (potassium carbonate). Reagents/catalysts: [Pd].C1(=CC=CC=C1)P(C1=CC=CC=C1)C1=CC=CC=C1.C1(=CC=CC=C1)P(C1=CC=CC=C1)C1=CC=CC=C1.C1(=CC=CC=C1)P(C1=CC=CC=C1)C1=CC=CC=C1.C1(=CC=CC=C1)P(C1=CC=CC=C1)C1=CC=CC=C1 (tetrakis(triphenylphosphine)-palladium(0)). The solvent is O1CCOCC1 (1,4-dioxane), C(C)(=O)OCC (ethyl acetate). Conditions: temperature 100 celsius. The product is COC(=O)C1=C(C2=C(C(=N1)C)C(=CS2)C2=CC=C(C=C2)F)O (3-(4-Fluoro-phenyl)-7-hydroxy-4-methyl-thieno[3,2-c]pyridine-6-carboxylic acid methyl ester). Yield: 56.8%. As a reaction SMILES: [CH3:1][O:2][C:3]([C:5]1[N:10]=[C:9](Br)[C:8]2[C:12]([C:15]3[CH:20]=[CH:19][C:18]([F:21])=[CH:17][CH:16]=3)=[CH:13][S:14][C:7]=2[C:6]=1[OH:22])=[O:4].[CH3:23]C1(C)CCCB(C)O1.C(=O)([O-])[O-].[K+].[K+]>O1CCOCC1.C(OCC)(=O)C.[Pd].C1(P(C2C=CC=CC=2)C2C=CC=CC=2)C=CC=CC=1.C1(P(C2C=CC=CC=2)C2C=CC=CC=2)C=CC=CC=1.C1(P(C2C=CC=CC=2)C2C=CC=CC=2)C=CC=CC=1.C1(P(C2C=CC=CC=2)C2C=CC=CC=2)C=CC=CC=1>[CH3:1][O:2][C:3]([C:5]1[N:10]=[C:9]([CH3:23])[C:8]2[C:12]([C:15]3[CH:20]=[CH:19][C:18]([F:21])=[CH:17][CH:16]=3)=[CH:13][S:14][C:7]=2[C:6]=1[OH:22])=[O:4] |f:2.3.4,7.8.9.10.11|. Procedure: Under a nitrogen atmosphere, a mixture of 4-bromo-3-(4-fluoro-phenyl)-7-hydroxy-thieno[3,2-c]pyridine-6-carboxylic acid methyl ester (77.9 mg, 0.204 mmol), example 32-a, trimethylboroxane (57.0 μL, 0.408 mmol), potassium carbonate (169 mg, 1.22 mmol), and tetrakis(triphenylphosphine)-palladium(0) (35.3 mg, 0.031 mmol) were suspended in 3.5 mL of anhydrous 1,4-dioxane. The reaction mixture was heated at 100° C. for 16 hours, cooled to room temperature, and diluted with ethyl acetate. The organic ...